Dataset: the Open Reaction Database (ORD), a public repository of structured organic reaction records. Task: describe an organic reaction: reactants, conditions, products, and yield Reaction SMILES: [Br:1][c:2]1[cH:3][cH:4][c:5]([C:6](=[O:7])[O:8][CH2:9][CH3:10])[cH:11][cH:12]1.[CH3:32][O:33][CH2:34][CH2:35][O:36][CH3:37].[F:13][C:14]([c:15]1[cH:16][cH:17][c:18]([B:21]([OH:22])[OH:23])[cH:19][cH:20]1)([F:24])[F:25].[Na+:26].[Na+:27].[O-:28][C:29](=[O:30])[O-:31]>>[c:2]1(-[c:18]2[cH:17][cH:16][c:15]([C:14]([F:13])([F:24])[F:25])[cH:20][cH:19]2)[cH:3][cH:4][c:5]([C:6](=[O:7])[O:8][CH2:9][CH3:10])[cH:11][cH:12]1. The product is CCOC(=O)c1ccc(-c2ccc(C(F)(F)F)cc2)cc1. Starting materials: CCOC(=O)c1ccc(Br)cc1, COCCOC, OB(O)c1ccc(C(F)(F)F)cc1, [Na+], [Na+], O=C([O-])[O-]. Starting materials: ice water, solution, B(Br)(Br)Br (boron tribromide), ClC=1C=CC(=C(C1)OC)[N+](=O)[O-] (5-chloro-2-nitroanisole). The solvent is C(Cl)Cl (methylene chloride), C(Cl)Cl (methylene chloride). Reaction conditions: time 16 hour. Product: ClC=1C=CC(=C(C1)O)[N+](=O)[O-] (5-chloro-2-nitrophenol). The yield is 90.5%. RXN SMILES: B(Br)(Br)Br.[Cl:5][C:6]1[CH:7]=[CH:8][C:9]([N+:14]([O-:16])=[O:15])=[C:10]([O:12]C)[CH:11]=1>C(Cl)Cl>[Cl:5][C:6]1[CH:7]=[CH:8][C:9]([N+:14]([O-:16])=[O:15])=[C:10]([OH:12])[CH:11]=1. Reported procedure: A 1M solution of boron tribromide in methylene chloride (400 mL, 0.40 mole) was cooled to -20° C. A solution of 37.5 g (0.20 mole) of 5-chloro-2-nitroanisole in 200 mL of methylene chloride was added slowly to the first solution. Upon completion of addition, the mixture was allowed to warm to ambient temperature at which it stirred for about 16 hours. At the conclusion of this period the reaction mixture was poured into ice water. The organic layer was separated from the aqueous layer and was ev... Reaction SMILES: [C:26].[CH3:20][CH2:21][O:22][C:23](=[O:24])[CH3:25].[OH:1][B:2]1[O:3][CH:4]([C:13]([C:14](=[O:15])[O:16][CH2:17][CH3:18])=[CH2:19])[c:5]2[c:6]1[cH:7][c:8]([OH:12])[cH:9][c:10]2[CH3:11].[Pd:27]>>[OH:1][B:2]1[O:3][CH:4]([CH:13]([C:14](=[O:15])[O:16][CH2:17][CH3:18])[CH3:19])[c:5]2[c:6]1[cH:7][c:8]([OH:12])[cH:9][c:10]2[CH3:11]. Starting materials: C, CCOC(C)=O, C=C(C(=O)OCC)C1OB(O)c2cc(O)cc(C)c21, [Pd]. Product: CCOC(=O)C(C)C1OB(O)c2cc(O)cc(C)c21. Starting materials: B, CC(NC(=O)OC(C)(C)C)c1ccc(C(=O)C2CCN(C(=O)OCc3ccccc3)CC2)cc1, CO, [Na], C1CCOC1, O. Yields the product CC(NC(=O)OC(C)(C)C)c1ccc(C(O)C2CCN(C(=O)OCc3ccccc3)CC2)cc1. Reaction SMILES: [BH3:35].[CH2:1]([c:2]1[cH:3][cH:4][cH:5][cH:6][cH:7]1)[O:8][C:9](=[O:10])[N:11]1[CH2:12][CH2:13][CH:14]([C:17]([c:18]2[cH:19][cH:20][c:21]([CH:24]([CH3:25])[NH:26][C:27](=[O:28])[O:29][C:30]([CH3:31])([CH3:32])[CH3:33])[cH:22][cH:23]2)=[O:34])[CH2:15][CH2:16]1.[CH3:43][OH:44].[Na:36].[O:38]1[CH2:39][CH2:40][CH2:41][CH2:42]1.[OH2:37]>>[CH2:1]([c:2]1[cH:3][cH:4][cH:5][cH:6][cH:7]1)[O:8][C:9](=[O:10])[N:11]1[CH2:12][CH2:13][CH:14]([CH:17]([c:18]2[cH:19][cH:20][c:21]([CH:24]([CH3:25])[NH:26][C:27](=[O:28])[O:29][C:30]([CH3:31])([CH3:32])[CH3:33])[cH:22][cH:23]2)[OH:34])[CH2:15][CH2:16]1. The reactants are BrC1=C(C=C(C=C1)I)OC (1-bromo-4-iodo-2-methoxybenzene), FC=1C=C(C=CC1)B(O)O (3-fluorophenylboronic acid), P(=O)([O-])([O-])[O-].[K+].[K+].[K+] (potassium phosphate), O (water). The reagents and catalysts are C1=CC=C(C=C1)P([C-]2C=CC=C2)C3=CC=CC=C3.C1=CC=C(C=C1)P([C-]2C=CC=C2)C3=CC=CC=C3.Cl[Pd]Cl.[Fe+2].C(Cl)Cl (PdCl2(dppf) CH2Cl2). The solvent is O1CCOCC1 (dioxane), C(Cl)Cl (DCM). Yields the product BrC1=C(C=C(C=C1)C1=CC(=CC=C1)F)OC (4-Bromo-3′-Fluoro-3-Methoxy-1,1′-Biphenyl). As a reaction SMILES: [Br:1][C:2]1[CH:7]=[CH:6][C:5](I)=[CH:4][C:3]=1[O:9][CH3:10].[F:11][C:12]1[CH:13]=[C:14](B(O)O)[CH:15]=[CH:16][CH:17]=1.P([O-])([O-])([O-])=O.[K+].[K+].[K+].O>O1CCOCC1.C(Cl)Cl.C1C=CC(P(C2C=CC=CC=2)[C-]2C=CC=C2)=CC=1.C1C=CC(P(C2C=CC=CC=2)[C-]2C=CC=C2)=CC=1.Cl[Pd]Cl.[Fe+2].C(Cl)Cl>[Br:1][C:2]1[CH:7]=[CH:6][C:5]([C:16]2[CH:15]=[CH:14][CH:13]=[C:12]([F:11])[CH:17]=2)=[CH:4][C:3]=1[O:9][CH3:10] |f:2.3.4.5,9.10.11.12.13|. Procedure: A solution of PdCl2(dppf)-CH2Cl2 adduct (0.065 g, 0.080 mmol), 1-bromo-4-iodo-2-methoxybenzene (CombiBlocks, 0.250 g, 0.799 mmol), 3-fluorophenylboronic acid (0.123 g, 0.879 mmol) and potassium phosphate (0.848 g, 3.99 mmol) in dioxane (2.130 ml)/water (1.065 ml) was heated to 90° C. overnight. The reaction was diluted with DCM and separated from the aqueous via phase separator (Radleys Discovery Technologies). After concentration in vacuo, the material was purified via MPLC (12-g Redi Sep Gold)... The reactants are C(C)(C)(C)C1=C(C(=C(C(=C1)C)CC(=O)OC1=CC=C(C=C1)C(C)(C)CC(C)(C)C)C)O (p-tert.-Octylphenyl 4-tert.-butyl-2,6-dimethyl-3-hydroxyphenylacetate), C1(=CC=CC=C1)O (phenol). Product: C(C)(C)(C)C1=C(C(=C(C(=C1)C)CC(=O)OC1=CC=CC=C1)C)O (phenyl 4-tert.-butyl-2,6-dimethyl-3-hydroxyphenylacetate). RXN SMILES: [C:1]([C:5]1[CH:10]=[C:9]([CH3:11])[C:8]([CH2:12][C:13]([O:15][C:16]2[CH:21]=[CH:20][C:19](C(CC(C)(C)C)(C)C)=[CH:18][CH:17]=2)=[O:14])=[C:7]([CH3:30])[C:6]=1[OH:31])([CH3:4])([CH3:3])[CH3:2].C1(O)C=CC=CC=1>>[C:1]([C:5]1[CH:10]=[C:9]([CH3:11])[C:8]([CH2:12][C:13]([O:15][C:16]2[CH:17]=[CH:18][CH:19]=[CH:20][CH:21]=2)=[O:14])=[C:7]([CH3:30])[C:6]=1[OH:31])([CH3:4])([CH3:3])[CH3:2]. Reported procedure: p-tert.-Octylphenyl 4-tert.-butyl-2,6-dimethyl-3-hydroxyphenylacetate is made in analogous manner by substituting p-tert.-octylphenol for phenol in the above procedure. Starting materials: diisopropylazidodicarboxylate, O[C@@H]1C[C@@H]2CC[C@H]3[C@@H]4CC[C@H](C(C)=O)[C@]4(CC[C@@H]3[C@]2(CC1)C)C (3β-hydroxy-5α-pregnan-20-one), C1(=CC=CC=C1)P(C1=CC=CC=C1)C1=CC=CC=C1 (triphenylphosphine), C(C(C)C)(=O)O (isobutyric acid), C1(=CC=CC=C1)P(C1=CC=CC=C1)C1=CC=CC=C1 (Triphenylphosphine), DIAD, C(C(C)C)(=O)O (isobutyric acid). Run in O1CCCC1 (THF), O1CCCC1 (tetrahydrofuran). Reaction conditions: time 8 hour. Product: C(C(C)C)(=O)O[C@H]1C[C@@H]2CC[C@H]3[C@@H]4CC[C@H](C(C)=O)[C@]4(CC[C@@H]3[C@]2(CC1)C)C (3α-Isobutyryloxy-5α-pregnan-20-one). RXN SMILES: [OH:1][C@H:2]1[CH2:21][CH2:20][C@@:19]2([CH3:22])[C@@H:4]([CH2:5][CH2:6][C@@H:7]3[C@@H:18]2[CH2:17][CH2:16][C@@:15]2([CH3:23])[C@H:8]3[CH2:9][CH2:10][C@@H:11]2[C:12](=[O:14])[CH3:13])[CH2:3]1.C1(P(C2C=CC=CC=2)C2C=CC=CC=2)C=CC=CC=1.[C:43](O)(=[O:47])[CH:44]([CH3:46])[CH3:45]>O1CCCC1>[C:43]([O:1][C@@H:2]1[CH2:21][CH2:20][C@@:19]2([CH3:22])[C@@H:4]([CH2:5][CH2:6][C@@H:7]3[C@@H:18]2[CH2:17][CH2:16][C@@:15]2([CH3:23])[C@H:8]3[CH2:9][CH2:10][C@@H:11]2[C:12](=[O:14])[CH3:13])[CH2:3]1)(=[O:47])[CH:44]([CH3:46])[CH3:45]. Procedure: To a stirred solution of 3β-hydroxy-5α-pregnan-20-one (8g, 318.5 g/m, 25 mmol) in 200 mL of freshly distilled tetrahydrofuran (THF), triphenylphosphine (9.88 g, 262.3 g/m, 38 mmol), and isobutyric acid (3.5 mL) were added. To this stirred reaction mixture at room temperature was added solution of diisopropylazidodicarboxylate (DIAD, 7.42 mL, 1.027 g/mL, 202.2 g/m, 38 mmol) in 75 mL of THF dropwise over a period of 10 minutes. The solution was stirred overnight. TLC indicated that the reaction wa...